The task is: describe an organic reaction: reactants, conditions, products, and yield. This data is from the Open Reaction Database (ORD), a public repository of structured organic reaction records. Reactants: [OH-].[Na+] (sodium hydroxide), C(CC)C1=NC2=C(N1CC1=CC3=C(\C(\C4=C(CC3)C=CC=C4)=C\C#N)C=C1)C=CC=C2 ((E)-[2-(2-Propylbenzimidazol-1-yl)methyl-10,11-dihydro-5H-dibenzo[a,d]cyclohepten-5-ylidene]acetonitrile), O (Water). Solvent: C(C)O (ethanol). Run at temperature 70 celsius, time 2 day. Product: C(CC)C1=NC2=C(N1CC1=CC3=C(\C(\C4=C(CC3)C=CC=C4)=C\C(=O)N)C=C1)C=CC=C2 ((E)-[2-(2-Propylbenzimidazol-1-yl)methyl-10,11-dihydro-5H-dibenzo[a,d]cyclohepten-5-ylidene]acetamide). The yield is 66.0%. As a reaction SMILES: [CH2:1]([C:4]1[N:8]([CH2:9][C:10]2[CH:27]=[CH:26][C:13]3/[C:14](=[CH:23]/[C:24]#[N:25])/[C:15]4[CH:22]=[CH:21][CH:20]=[CH:19][C:16]=4[CH2:17][CH2:18][C:12]=3[CH:11]=2)[C:7]2[CH:28]=[CH:29][CH:30]=[CH:31][C:6]=2[N:5]=1)[CH2:2][CH3:3].[OH-:32].[Na+].O>C(O)C>[CH2:1]([C:4]1[N:8]([CH2:9][C:10]2[CH:27]=[CH:26][C:13]3/[C:14](=[CH:23]/[C:24]([NH2:25])=[O:32])/[C:15]4[CH:22]=[CH:21][CH:20]=[CH:19][C:16]=4[CH2:17][CH2:18][C:12]=3[CH:11]=2)[C:7]2[CH:28]=[CH:29][CH:30]=[CH:31][C:6]=2[N:5]=1)[CH2:2][CH3:3] |f:1.2|. Procedure: (E)-[2-(2-Propylbenzimidazol-1-yl)methyl-10,11-dihydro-5H-dibenzo[a,d]cyclohepten-5-ylidene]acetonitrile (404 mg, 1.00 mmol) obtained in Example 1 was dissolved in ethanol (8 mL), 2 mol/L aqueous sodium hydroxide solution (2 mL) was added, and the mixture was stirred at 70° C. for 2 days. Water was added to the mixture, and the mixture was extracted with chloroform. The organic layer was washed with 2 mol/L aqueous sodium hydroxide solution and brine, dried over anhydrous magnesium sulfate, and ... Starting materials: C(C)(C)(C)OC(N(C)CCCCN)=O ((4-amino-butyl)-methyl-carbamic acid tert-butyl ester), ClC1=CC=C(C=C1)C(C)(C)C=1C(=NC=CC1)C=O (3-[1-(4-chloro-phenyl)-1-methyl-ethyl]-pyridine-2-carbaldehyde), [BH-](OC(=O)C)(OC(=O)C)OC(=O)C.[Na+] (NaBH(OAc)3). As a reaction SMILES: [C:1]([O:5][C:6](=[O:14])[N:7]([CH2:9][CH2:10][CH2:11][CH2:12][NH2:13])[CH3:8])([CH3:4])([CH3:3])[CH3:2].[Cl:15][C:16]1[CH:21]=[CH:20][C:19]([C:22]([C:25]2[C:26]([CH:31]=O)=[N:27][CH:28]=[CH:29][CH:30]=2)([CH3:24])[CH3:23])=[CH:18][CH:17]=1.[BH-](OC(C)=O)(OC(C)=O)OC(C)=O.[Na+]>>[C:1]([O:5][C:6](=[O:14])[N:7]([CH2:9][CH2:10][CH2:11][CH2:12][NH:13][CH2:31][C:26]1[C:25]([C:22]([C:19]2[CH:18]=[CH:17][C:16]([Cl:15])=[CH:21][CH:20]=2)([CH3:24])[CH3:23])=[CH:30][CH:29]=[CH:28][N:27]=1)[CH3:8])([CH3:4])([CH3:2])[CH3:3] |f:2.3|. The product is C(C)(C)(C)OC(N(C)CCCCNCC1=NC=CC=C1C(C)(C)C1=CC=C(C=C1)Cl)=O ([4-({3-[1-(4-chloro-phenyl)-1-methyl-ethyl]-pyridin-2-ylmethyl}-amino)-butyl]-methyl-carbamic acid tert-butyl ester). Procedure details: Using General Procedure B, (4-amino-butyl)-methyl-carbamic acid tert-butyl ester, 3-[1-(4-chloro-phenyl)-1-methyl-ethyl]-pyridine-2-carbaldehyde and NaBH(OAc)3 were reacted to give [4-({3-[1-(4-chloro-phenyl)-1-methyl-ethyl]-pyridin-2-ylmethyl}-amino)-butyl]-methyl-carbamic acid tert-butyl ester as a colorless oil. 1H NMR (CDCl3) δ 1.24-1.32 (m, 2H), 1.33-1.42 (m, 11H), 1.65 (s, 6H), 2.20-2.24 (m, 2H), 2.79 (s, 3H), 3.08-3.12 (m, 2H), 3.26 (s, 2H), 7.05-7.08 (m, 2H), 7.21-7.26 (m, 3H), 7.84-7.87...